From a dataset of the Open Reaction Database (ORD), a public repository of structured organic reaction records. describe an organic reaction: reactants, conditions, products, and yield Starting materials: CCCC[SnH](CCCC)CCCC, OC(CCl)c1c(F)c(F)c(F)c(F)c1F, CC(C)(C#N)N=NC(C)(C)C#N. Reaction SMILES: [CH2:16]([SnH:17]([CH2:18][CH2:19][CH2:20][CH3:21])[CH2:22][CH2:23][CH2:24][CH3:25])[CH2:26][CH2:27][CH3:28].[Cl:1][CH2:2][CH:3]([OH:4])[c:5]1[c:6]([F:15])[c:7]([F:14])[c:8]([F:13])[c:9]([F:12])[c:10]1[F:11].[N:29]#[C:30][C:31]([N:32]=[N:33][C:34]([C:35]#[N:36])([CH3:37])[CH3:38])([CH3:39])[CH3:40]>>[CH3:2][CH:3]([OH:4])[c:5]1[c:6]([F:15])[c:7]([F:14])[c:8]([F:13])[c:9]([F:12])[c:10]1[F:11]. Product: CC(O)c1c(F)c(F)c(F)c(F)c1F. Starting materials: COC=1C=C2C(=CC=NC2=CC1OC)OC1=CC=C(C=C1)N (6,7-Dimethoxy-4-(4-aminophenoxy)quinoline), N1=C(C=CC=C1)C(=O)O (picolinic acid), Cl.C(C)N=C=NCCCN(C)C (1-ethyl-3-(3'-dimethylaminopropyl)carbodiimide hydrochloride). Solvent: CN(C=O)C (N,N-dimethylformamide). Conditions: time 19 hour. The product is COC=1C=C2C(=CC=NC2=CC1OC)OC1=CC=C(C=C1)NC(=O)C1=NC=CC=C1 (N-{4-[(6,7-Dimethoxy-4-quinolinyl)oxy]phenyl}-2-pyridinecarboxamide). The yield is 56.1%. RXN SMILES: [CH3:1][O:2][C:3]1[CH:4]=[C:5]2[C:10](=[CH:11][C:12]=1[O:13][CH3:14])[N:9]=[CH:8][CH:7]=[C:6]2[O:15][C:16]1[CH:21]=[CH:20][C:19]([NH2:22])=[CH:18][CH:17]=1.[N:23]1[CH:28]=[CH:27][CH:26]=[CH:25][C:24]=1[C:29](O)=[O:30].Cl.C(N=C=NCCCN(C)C)C>CN(C)C=O>[CH3:1][O:2][C:3]1[CH:4]=[C:5]2[C:10](=[CH:11][C:12]=1[O:13][CH3:14])[N:9]=[CH:8][CH:7]=[C:6]2[O:15][C:16]1[CH:17]=[CH:18][C:19]([NH:22][C:29]([C:24]2[CH:25]=[CH:26][CH:27]=[CH:28][N:23]=2)=[O:30])=[CH:20][CH:21]=1 |f:2.3|. Procedure details: 6,7-Dimethoxy-4-(4-aminophenoxy)quinoline (50 mg) and commercially available picolinic acid (42 mg) were dissolved in N,N-dimethylformamide (2 ml), 1-ethyl-3-(3'-dimethylaminopropyl)carbodiimide hydrochloride (123 mg) was added, and the admixture was stirred at room temperature for 19 hours. The reaction mixture was then purified in the same manner as described in Example 51 to obtain 38 mg of the title compound (yield: 56%).